From a dataset of the Open Reaction Database (ORD), a public repository of structured organic reaction records. describe an organic reaction: reactants, conditions, products, and yield Reactants: C(=O)([O-])[O-].[K+].[K+] (K2CO3), Cl.N1[C@@H](CCC1)C(=O)OCC1=CC=CC=C1 ((S)-benzyl pyrrolidine-2-carboxylate hydrochloride), C(=O)([O-])[O-].[K+].[K+] (K2CO3), BrCC(=O)OC(C)(C)C (t-butyl bromoacetate). Run in CN(C)C=O (DMF). Conditions: time 71 hour. Yields the product C(C)(C)(C)OC(CN1[C@@H](CCC1)C(=O)OCC1=CC=CC=C1)=O ((S)-benzyl 1-(2-tert-butoxy-2-oxoethyl)pyrrolidine-2-carboxylate). Yield: 49.4%. RXN SMILES: Cl.[NH:2]1[CH2:6][CH2:5][CH2:4][C@H:3]1[C:7]([O:9][CH2:10][C:11]1[CH:16]=[CH:15][CH:14]=[CH:13][CH:12]=1)=[O:8].C([O-])([O-])=O.[K+].[K+].Br[CH2:24][C:25]([O:27][C:28]([CH3:31])([CH3:30])[CH3:29])=[O:26]>CN(C=O)C>[C:28]([O:27][C:25](=[O:26])[CH2:24][N:2]1[CH2:6][CH2:5][CH2:4][C@H:3]1[C:7]([O:9][CH2:10][C:11]1[CH:16]=[CH:15][CH:14]=[CH:13][CH:12]=1)=[O:8])([CH3:31])([CH3:30])[CH3:29] |f:0.1,2.3.4|. Reported procedure: To a suspension of (S)-benzyl pyrrolidine-2-carboxylate hydrochloride (700 mg, 2.90 mmol) and K2CO3 (1201 mg, 8.69 mmol) in DMF (7 ml), t-butyl bromoacetate (0.535 ml, 3.62 mmol) is added. After stirring for 71 hours, aqueous K2CO3 (1.5 g of K2CO3/40 ml of H2O) is added to the reaction mixture. The products are extracted with EtOAc. The organic layer is washed twice with water and once with brine, dried over K2CO3, filtered, and concentrated to give (S)-benzyl 1-(2-tert-butoxy-2-oxoethyl)pyrroli... Reactants: C(#N)C=1SC(=CC1)CO (2-cyano-5-(hydroxymethyl)thiophene), C1(=CC=CC=C1)P(C1=CC=CC=C1)C1=CC=CC=C1 (triphenylphosphine), C(Br)(Br)(Br)Br (carbon tetrabromide). As a reaction SMILES: [C:1]([C:3]1[S:4][C:5]([CH2:8]O)=[CH:6][CH:7]=1)#[N:2].C1(P(C2C=CC=CC=2)C2C=CC=CC=2)C=CC=CC=1.C(Br)(Br)(Br)[Br:30]>C1COCC1>[C:1]([C:3]1[S:4][C:5]([CH2:8][Br:30])=[CH:6][CH:7]=1)#[N:2]. Product: C(#N)C=1SC(=CC1)CBr (2-cyano-5-(bromomethyl)thiophene). Conditions: time 8 hour. Reported procedure: To a solution of 2-cyano-5-(hydroxymethyl)thiophene (6.0 g, 43 mmol) in THF (50 mL) was added triphenylphosphine (15.7 g, 47 mmol) and carbon tetrabromide (12.3 g, 47 mmol). After stirring overnight under nitrogen atmosphere at room temperature, the solvent was removed in vacuo and the residue was dissolved in chloroform, then adsorbed onto silica gel and loaded onto a silica gel column. The product was eluted using an ethyl acetate/hexanes gradient. Fractions containing pure product (as judged ... Solvent: C1CCOC1 (THF). The yield is 74.8%.